Dataset: the Open Reaction Database (ORD), a public repository of structured organic reaction records. Task: describe an organic reaction: reactants, conditions, products, and yield The reactants are O=C([O-])[O-], c1ccc2c(c1)CCN2, Cc1ccccc1, ClCc1ccccc1, [K+], [K+]. The product is c1ccc(CN2CCc3ccccc32)cc1. As a reaction SMILES: [C:10](=[O:11])([O-:12])[O-:13].[CH2:1]1[CH2:2][c:3]2[cH:4][cH:5][cH:6][cH:7][c:8]2[NH:9]1.[CH3:24][c:25]1[cH:26][cH:27][cH:28][cH:29][cH:30]1.[Cl:16][CH2:17][c:18]1[cH:19][cH:20][cH:21][cH:22][cH:23]1.[K+:14].[K+:15]>>[CH2:1]1[CH2:2][c:3]2[cH:4][cH:5][cH:6][cH:7][c:8]2[N:9]1[CH2:17][c:18]1[cH:19][cH:20][cH:21][cH:22][cH:23]1. Starting materials: O.NN (hydrazine monohydrate), Cl (hydrochloric acid), C1(C2=C(C(=O)O1)CCCC2)=O (3,4,5,6-tetrahydrophthalic acid anhydride). The solvent is O (water). The product is OC1=NN=C(C=2CCCCC12)O (1,4-dihydroxy-5,6,7,8-tetrahydrophthalazine). As a reaction SMILES: O.[NH2:2][NH2:3].Cl.[C:5]1(=O)[O:10][C:8](=[O:9])[C:7]2[CH2:11][CH2:12][CH2:13][CH2:14][C:6]1=2>O>[OH:9][C:8]1[C:7]2[CH2:11][CH2:12][CH2:13][CH2:14][C:6]=2[C:5]([OH:10])=[N:3][N:2]=1 |f:0.1|. Procedure: 25 ml of purified water was added to 1.7 ml(0.035 mol) of hydrazine monohydrate and then 7 ml(0.07 mol) of conc. hydrochloric acid was added dropwise thereto. Then, the reaction solution was warmed to boil. When the reaction mixture begins to reflux, 5.33 g(0.035 mol) of 3,4,5,6-tetrahydrophthalic acid anhydride was added thereto. The reaction solution was continuously refluxed for 3 hours and then cooled. Then, the reaction solution was treated according to the same manner as Preparation 1 to o... Reactants: FC1=C(C=C(C(=C1)[N+](=O)[O-])CCCC(=O)OC)C (Methyl 4-(4-fluoro-3-methyl-6-nitrophenyl)butanoate), aqueous solution, [OH-].[Na+] (sodium hydroxide). Run in CO (methanol). Run at time 3 hour. Product: FC1=CC(=C2CCCC(C2=C1C)=O)[N+](=O)[O-] (7-Fluoro-8-methyl-5-nitro-1-tetralone). RXN SMILES: [F:1][C:2]1[CH:7]=[C:6]([N+:8]([O-:10])=[O:9])[C:5]([CH2:11][CH2:12][CH2:13][C:14]([O:16]C)=O)=[CH:4][C:3]=1[CH3:18].[OH-].[Na+]>CO>[F:1][C:2]1[C:3]([CH3:18])=[C:4]2[C:5]([CH2:11][CH2:12][CH2:13][C:14]2=[O:16])=[C:6]([N+:8]([O-:10])=[O:9])[CH:7]=1 |f:1.2|. Procedure details: The compound obtained in (3) above (7.1 gm) was dissolved in 20 ml of methanol. To the solution was added 10 ml of 15% aqueous solution of sodium hydroxide and the mixture was stirred for 3 hours at room temperature. The reaction mixture was concentrated, acidified with concentrated hydrochloric acid, and extracted with chloroform. The chloroform layer was washed with water and saturated brine in this order and dried over anhydrous sodium sulfate. The solvent was evaporated, and the residue was ... The reactants are CCOC(=O)CP(=O)(OCC)OCC, Cn1cc2c(C=O)c(F)ccc2n1, [H-], [Na+], C1CCOC1, O. The product is CCOC(=O)C=Cc1c(F)ccc2nn(C)cc12. Reaction SMILES: [CH2:3]([O:4][P:5]([O:6][CH2:7][CH3:8])(=[O:9])[CH2:11][C:12](=[O:13])[O:14][CH2:15][CH3:16])[CH3:10].[F:17][c:18]1[c:19]([CH:28]=[O:29])[c:20]2[cH:21][n:22]([CH3:27])[n:23][c:24]2[cH:25][cH:26]1.[H-:1].[Na+:2].[O:31]1[CH2:32][CH2:33][CH2:34][CH2:35]1.[OH2:30]>>[CH:11]([C:12](=[O:13])[O:14][CH2:15][CH3:16])=[CH:28][c:19]1[c:18]([F:17])[cH:26][cH:25][c:24]2[c:20]1[cH:21][n:22]([CH3:27])[n:23]2.